This data is from the Open Reaction Database (ORD), a public repository of structured organic reaction records. The task is: describe an organic reaction: reactants, conditions, products, and yield The reactants are C(C)(=O)OCC1=NC=2N(C(=C1)Cl)N=C(N2)C (5-acetoxymethyl-7-chloro-2-methyl-s-triazolo[1,5-a]pyrimidine), NC(=S)N (thiourea). The solvent is C(C)O (ethanol). Reaction conditions: time 30 minute. Product: OCC1=NC=2N(C(=C1)S)N=C(N2)C (5-hydroxymethyl-7-mercapto-2-methyl-s-triazolo[1,5-a]pyrimidine). Yield: 64.6%. Reaction SMILES: C([O:4][CH2:5][C:6]1[CH:11]=[C:10](Cl)[N:9]2[N:13]=[C:14]([CH3:16])[N:15]=[C:8]2[N:7]=1)(=O)C.NC(N)=[S:19]>C(O)C>[OH:4][CH2:5][C:6]1[CH:11]=[C:10]([SH:19])[N:9]2[N:13]=[C:14]([CH3:16])[N:15]=[C:8]2[N:7]=1. Reported procedure: In 600 ml of ethanol was dissolved 31 g of 5-acetoxymethyl-7-chloro-2-methyl-s-triazolo[1,5-a]pyrimidine, and 29.5 g of thiourea was added thereto and the mixture was refluxed for 10 minutes. The reaction mixture was ice-cooled and resulting precipitated crystal was collected by filtration. The crystal was dissolved in 600 ml of a 5 % potassium hydroxide and the mixture was stirred for 30 minutes, ice-cooled and adjusted to pH 2 with 2N hydrochloric acid. Precipitated crystal was collected by fi... Reactants: ice, Cl.N1C(=NC=C1)CO ((1H-imidazol-2-yl)methanol hydrochloride), ON1C(C=2C(C1=O)=CC=CC2)=O (N-hydroxyphthalimide), C1(=CC=CC=C1)P(C1=CC=CC=C1)C1=CC=CC=C1 (triphenylphosphine), N(=NC(=O)OCC)C(=O)OCC (diethyl azodicarboxylate). The solvent is C1CCOC1 (THF), C1CCOC1 (THF). Run at time 1 day. Yields the product N1C(=NC=C1)CON1C(C2=CC=CC=C2C1=O)=O (2-(1H-imidazol-2-ylmethoxy)-1,3-dihydro-2H-isoindole-1,3-dione). The yield is 6.6%. RXN SMILES: Cl.[NH:2]1[CH:6]=[CH:5][N:4]=[C:3]1[CH2:7][OH:8].O[N:10]1[C:14](=[O:15])[C:13]2=[CH:16][CH:17]=[CH:18][CH:19]=[C:12]2[C:11]1=[O:20].C1(P(C2C=CC=CC=2)C2C=CC=CC=2)C=CC=CC=1.N(C(OCC)=O)=NC(OCC)=O>C1COCC1>[NH:2]1[CH:6]=[CH:5][N:4]=[C:3]1[CH2:7][O:8][N:10]1[C:14](=[O:15])[C:13]2[C:12](=[CH:19][CH:18]=[CH:17][CH:16]=2)[C:11]1=[O:20] |f:0.1|. Procedure: To an ice-cold solution of (1H-imidazol-2-yl)methanol hydrochloride (2.0 g, 15 mmol), N-hydroxyphthalimide (2.4 g, 15 mmol) and triphenylphosphine (4.0 g, 15 mmol) in THF (65 mL) was added a solution of diethyl azodicarboxylate (2.6 mL, 16 mmol) in THF (10 mL) dropwise. The stirred reaction mixture was allowed to warm to ambient temperature. After 1 day, most of the THF was removed under reduced pressure. The residue was partitioned between CH2Cl2 (75 ml) and H2O (30 mL). The organic layer was s...